This data is from the Open Reaction Database (ORD), a public repository of structured organic reaction records. The task is: describe an organic reaction: reactants, conditions, products, and yield The reactants are O=S(=O)(Cl)c1cccnc1Cl, CCOC(=O)c1cc2c(C)ccc(N)c2[nH]1, c1ccncc1. Product: CCOC(=O)c1cc2c(C)ccc(NS(=O)(=O)c3cccnc3Cl)c2[nH]1. Reaction SMILES: [Cl:17][c:18]1[n:19][cH:20][cH:21][cH:22][c:23]1[S:24](=[O:25])(=[O:26])[Cl:27].[NH2:1][c:2]1[cH:3][cH:4][c:5]([CH3:16])[c:6]2[cH:7][c:8]([C:11](=[O:12])[O:13][CH2:14][CH3:15])[nH:9][c:10]12.[cH:28]1[cH:29][cH:30][n:31][cH:32][cH:33]1>>[NH:1]([c:2]1[cH:3][cH:4][c:5]([CH3:16])[c:6]2[cH:7][c:8]([C:11](=[O:12])[O:13][CH2:14][CH3:15])[nH:9][c:10]12)[S:24]([c:23]1[c:18]([Cl:17])[n:19][cH:20][cH:21][cH:22]1)(=[O:25])=[O:26]. Reactants: intermediate B1, CC1=NC=CC(=C1)B(O)O (2-methylpyridin-4-ylboronic acid), C(=O)([O-])[O-].[Cs+].[Cs+] (Cs2CO3), BrC1=C(OC(C2=CC=CC=C12)=O)C(C)O (4-Bromo-3-(1-hydroxyethyl)-1H-isochromen-1-one), BrC1=C(OC(C2=CC=CC=C12)=O)C(C)O (4-Bromo-3-(1-hydroxyethyl)-1H-isochromen-1-one). The reagents and catalysts are C=1C=CC(=CC1)[P](C=2C=CC=CC2)(C=3C=CC=CC3)[Pd]([P](C=4C=CC=CC4)(C=5C=CC=CC5)C=6C=CC=CC6)([P](C=7C=CC=CC7)(C=8C=CC=CC8)C=9C=CC=CC9)[P](C=1C=CC=CC1)(C=1C=CC=CC1)C=1C=CC=CC1 (Pd(PPh3)4). Product: OC(C)C=1OC(C2=CC=CC=C2C1C1=CC(=NC=C1)C)=O (3-(1-Hydroxyethyl)-4-(2-methylpyridin-4-yl)-1H-isochromen-1-one). Isolated yield 47.8%. RXN SMILES: Br[C:2]1[C:11]2[C:6](=[CH:7][CH:8]=[CH:9][CH:10]=2)[C:5](=[O:12])[O:4][C:3]=1[CH:13]([OH:15])[CH3:14].[CH3:16][C:17]1[CH:22]=[C:21](B(O)O)[CH:20]=[CH:19][N:18]=1.C([O-])([O-])=O.[Cs+].[Cs+]>C1C=CC([P]([Pd]([P](C2C=CC=CC=2)(C2C=CC=CC=2)C2C=CC=CC=2)([P](C2C=CC=CC=2)(C2C=CC=CC=2)C2C=CC=CC=2)[P](C2C=CC=CC=2)(C2C=CC=CC=2)C2C=CC=CC=2)(C2C=CC=CC=2)C2C=CC=CC=2)=CC=1>[OH:15][CH:13]([C:3]1[O:4][C:5](=[O:12])[C:6]2[C:11]([C:2]=1[C:21]1[CH:20]=[CH:19][N:18]=[C:17]([CH3:16])[CH:22]=1)=[CH:10][CH:9]=[CH:8][CH:7]=2)[CH3:14] |f:2.3.4,^1:35,37,56,75|. Procedure details: The title compound was made in a similar way as that of the intermediate B1 using 4-bromo-3-(1-hydroxyethyl)-1H-isochromen-1-one (Intermediate A2, 0.5 g, 1.86 mmol), 2-methylpyridin-4-ylboronic acid (0.38 g, 2.79 mmol), Pd(PPh3)4 (0.107 g, 0.093 mmol) and Cs2CO3 (0.78 g, 2.41 mmol). The crude was purified via reverse phase chromatography with a Biotage C18 SNAP 30 g column (Phase A, water 95%, ACN 4.9%, formic acid 0.1%; Phase B ACN 99.9%, formic acid 0.1%) to afford the title compound (0.25 g, ...